From a dataset of the Open Reaction Database (ORD), a public repository of structured organic reaction records. describe an organic reaction: reactants, conditions, products, and yield The reactants are BrN1C(CCC1=O)=O (N-bromosuccinimide), CC(=C)C1=CC=CC=C1 (α-methylstyrene). The solvent is C(Cl)(Cl)(Cl)Cl (carbon tetrachloride). Product: desired compound, BrC=C(C)C1=CC=CC=C1 (1-bromo-2-phenylpropene). As a reaction SMILES: [Br:1]N1C(=O)CCC1=O.[CH3:9][C:10]([C:12]1[CH:17]=[CH:16][CH:15]=[CH:14][CH:13]=1)=[CH2:11]>C(Cl)(Cl)(Cl)Cl>[Br:1][CH:11]=[C:10]([C:12]1[CH:17]=[CH:16][CH:15]=[CH:14][CH:13]=1)[CH3:9]. Procedure details: 100 g of N-bromosuccinimide are added to the mixture of 250 ml of α-methylstyrene and 40 ml of carbon tetrachloride. The resulting mixture is heated to reflux for 5 min. and cooled in an ice-water bath. Filtration and concentration give the desired compound, 1-bromo-2-phenylpropene, and an isomer thereof (65:35).